From a dataset of the Open Reaction Database (ORD), a public repository of structured organic reaction records. describe an organic reaction: reactants, conditions, products, and yield Solvent: C1CCOC1 (THF), C1(=CC=CC=C1)C (toluene). Conditions: time 8 hour. The reactants are 3S, C(C)(=O)N1C(C2(C(NC(CC2C2=C(C=CC(=C2)Cl)OC(C(=O)NS(=O)(=O)C)(CC)CC)=O)C2=C(C=CC(=C2)Cl)C)C2=CC=C(C=C12)Cl)=O (1-acetyl-6-chloro-2′-(5-chloro-2-methyl-phenyl)-4′-[5-chloro-2-(2-methanesulfonylamino-1,1-diethyl-2-oxo-ethoxy)-phenyl]-spiro[3H-indole-3,3′-piperidine]-2,6′(1H)-dione), P12(=S)SP3(=S)SP(=S)(S1)SP(=S)(S2)S3 (P2S5). As a reaction SMILES: C([N:4]1[C:46]2[C:41](=[CH:42][CH:43]=[C:44]([Cl:47])[CH:45]=2)[C:6]2([CH:11]([C:12]3[CH:17]=[C:16]([Cl:18])[CH:15]=[CH:14][C:13]=3[O:19][C:20]([CH2:30][CH3:31])([CH2:28][CH3:29])[C:21]([NH:23][S:24]([CH3:27])(=[O:26])=[O:25])=[O:22])[CH2:10][C:9](=O)[NH:8][CH:7]2[C:33]2[CH:38]=[C:37]([Cl:39])[CH:36]=[CH:35][C:34]=2[CH3:40])[C:5]1=[O:48])(=O)C.P12(SP3(SP(SP(S3)(S1)=S)(=S)S2)=S)=[S:50]>C1COCC1.C1(C)C=CC=CC=1>[Cl:47][C:44]1[CH:45]=[C:46]2[NH:4][C:5](=[O:48])[C:6]3([CH:11]([C:12]4[CH:17]=[C:16]([Cl:18])[CH:15]=[CH:14][C:13]=4[O:19][C:20]([CH2:30][CH3:31])([CH2:28][CH3:29])[C:21]([NH:23][S:24]([CH3:27])(=[O:25])=[O:26])=[O:22])[CH2:10][C:9](=[S:50])[NH:8][CH:7]3[C:33]3[CH:38]=[C:37]([Cl:39])[CH:36]=[CH:35][C:34]=3[CH3:40])[C:41]2=[CH:42][CH:43]=1. Reported procedure: A mixture of chiral (2′S, 3S, 4′R)-1-acetyl-6-chloro-2′-(5-chloro-2-methyl-phenyl)-4′-[5-chloro-2-(2-methanesulfonylamino-1,1-diethyl-2-oxo-ethoxy)-phenyl]-spiro[3H-indole-3,3′-piperidine]-2,6′(1H)-dione (30 mg, 0.04 mmol) and P2S5 (26 mg, 0.12 mmol) in THF (2 mL) was stirred at room temperature overnight, then diluted with toluene (10 mL). The resultant mixture was concentrated and washed with DCM for two times. The DCM solution was collected and purified by flash column chromtography. The prod... Yield: 88.1%. Product: ClC1=CC=C2C(=C1)NC(C21C(NC(CC1C1=C(C=CC(=C1)Cl)OC(C(=O)NS(=O)(=O)C)(CC)CC)=S)C1=C(C=CC(=C1)Cl)C)=O (6-chloro-4′-[5-chloro-2-(2-methanesulfonylamino-1,1-diethyl-2-oxo-ethoxy)-phenyl]-2′-(5-chloro-2-methyl-phenyl)-6′-thioxo spiro[3H-indole-3,3′-piperidine]-2(1H)-one). Reactants: C(C)OC(=O)C1=CN(C2=C(C(=C(C=C2C1=O)F)F)OC)C1CC1 (Ethyl-6,7-difluoro-1-cyclopropyl-8-methoxy-1,4-dihydro-4-oxoquinoline-3-carboxylate), F[B-](F)(F)F.[H+] (fluoroboric acid), N1(N=NC=C1)C1CNCC1 (3-(1,2,3-triazol-1-yl)pyrrolidine). Product: C1(CC1)N1C=C(C(C2=CC(=C(C(=C12)OC)N1CC(CC1)N1N=NC=C1)F)=O)C(=O)O (1-Cyclopropyl-6-fluoro-7-[3-(1,2,3-triazol-1-yl) pyrrolidin-1-yl]-8-methoxy-1,4-dihydro-4-oxoquinoline -3-carboxylic acid). As a reaction SMILES: C([O:3][C:4]([C:6]1[C:15](=[O:16])[C:14]2[C:9](=[C:10]([O:19][CH3:20])[C:11](F)=[C:12]([F:17])[CH:13]=2)[N:8]([CH:21]2[CH2:23][CH2:22]2)[CH:7]=1)=[O:5])C.F[B-](F)(F)F.[H+].[N:30]1([CH:35]2[CH2:39][CH2:38][NH:37][CH2:36]2)[CH:34]=[CH:33][N:32]=[N:31]1>>[CH:21]1([N:8]2[C:9]3[C:14](=[CH:13][C:12]([F:17])=[C:11]([N:37]4[CH2:38][CH2:39][CH:35]([N:30]5[CH:34]=[CH:33][N:32]=[N:31]5)[CH2:36]4)[C:10]=3[O:19][CH3:20])[C:15](=[O:16])[C:6]([C:4]([OH:3])=[O:5])=[CH:7]2)[CH2:22][CH2:23]1 |f:1.2|. Procedure details: Ethyl-6,7-difluoro-1-cyclopropyl-8-methoxy-1,4-dihydro-4-oxoquinoline-3-carboxylate was complexed with fluoroboric acid according to the procedure described in Example 34, and then reacted with 3-(1,2,3-triazol-1-yl)pyrrolidine under the same reaction conditions, followed by hydrolysis to yield the desired product, m.p. 200°-201° C. 1H NMR (TFA) δ: 9.34 (s, 1H), 8.69 (d, 1H), 8.58 (d, 1H), 8.09 (d, 13.3HZ, 1H), 5.93-5.8 (m, 1H), 4.83-4.34 (m, 4H), 4.2-4.0 (m, 2H), 3.79 (s, 3H), 3.05-2.75 (m, 2H)... The reactants are C(C1=CC=CC=C1)ONC(C[C@@H](CCCC1CCCCC1)C=1OC=C(N1)C=O)=O ((3R)-N-(benzyloxy)-6-cyclohexyl-3-(4-formyl-1,3-oxazol-2-yl)hexanamide), C1(CCCC1)N (cyclopentylamine). Product: C(C1=CC=CC=C1)ONC(C[C@@H](CCCC1CCCCC1)C=1OC=C(N1)CNC1CCCC1)=O ((3R)-N-(benzyloxy)-6-cyclohexyl-3-{4-[(cyclopentylamino)methyl]-1,3-oxazol-2-yl}hexanamide). Yield: 52.2%. Reaction SMILES: [CH2:1]([O:8][NH:9][C:10](=[O:29])[CH2:11][C@H:12]([C:22]1[O:23][CH:24]=[C:25]([CH:27]=O)[N:26]=1)[CH2:13][CH2:14][CH2:15][CH:16]1[CH2:21][CH2:20][CH2:19][CH2:18][CH2:17]1)[C:2]1[CH:7]=[CH:6][CH:5]=[CH:4][CH:3]=1.[CH:30]1([NH2:35])[CH2:34][CH2:33][CH2:32][CH2:31]1>>[CH2:1]([O:8][NH:9][C:10](=[O:29])[CH2:11][C@H:12]([C:22]1[O:23][CH:24]=[C:25]([CH2:27][NH:35][CH:30]2[CH2:34][CH2:33][CH2:32][CH2:31]2)[N:26]=1)[CH2:13][CH2:14][CH2:15][CH:16]1[CH2:17][CH2:18][CH2:19][CH2:20][CH2:21]1)[C:2]1[CH:7]=[CH:6][CH:5]=[CH:4][CH:3]=1. Procedure details: Method and purification as for preparation 157 using (3R)-N-(benzyloxy)-6-cyclohexyl-3-(4-formyl-1,3-oxazol-2-yl)hexanamide (preparation 156) (200 mg, 0.50 mmol) and cyclopentylamine (50 μl, 0.50 mmol) as starting materials to afford the title compound as a colourless oil (122 mg, 48%). Procedure details: Step 2 A solution of N-(3-bromo-2-methylphenyl)-1H-imidazole-2-carboxamide (0.70 g, 2.499 mmol) in DMF (12.5 mL) was treated with potassium carbonate (0.794 g, 5.75 mmol) and 2-bromo-1,1-diethoxyethane (0.395 mL, 2.62 mmol). The suspension was heated at 100° C. overnight. The mixture was cooled to rt, diluted with water and extracted with EtOAc. The organic phase was washed with brine, dried and concentrated. The residue was purified by column chromatography (eluting with a gradient from 85:15 t... Conditions: temperature 100 celsius. Starting materials: BrC=1C(=C(C=CC1)NC(=O)C=1NC=CN1)C (N-(3-bromo-2-methylphenyl)-1H-imidazole-2-carboxamide), C([O-])([O-])=O.[K+].[K+] (potassium carbonate), BrCC(OCC)OCC (2-bromo-1,1-diethoxyethane). As a reaction SMILES: [Br:1][C:2]1[C:3]([CH3:16])=[C:4]([NH:8][C:9]([C:11]2[NH:12][CH:13]=[CH:14][N:15]=2)=[O:10])[CH:5]=[CH:6][CH:7]=1.C(=O)([O-])[O-].[K+].[K+].Br[CH2:24][CH:25]([O:29][CH2:30][CH3:31])[O:26][CH2:27][CH3:28]>CN(C=O)C.O>[Br:1][C:2]1[C:3]([CH3:16])=[C:4]([NH:8][C:9]([C:11]2[N:15]([CH2:24][CH:25]([O:29][CH2:30][CH3:31])[O:26][CH2:27][CH3:28])[CH:14]=[CH:13][N:12]=2)=[O:10])[CH:5]=[CH:6][CH:7]=1 |f:1.2.3|. Isolated yield 81.8%. The solvent is CN(C)C=O (DMF), O (water). Yields the product BrC=1C(=C(C=CC1)NC(=O)C=1N(C=CN1)CC(OCC)OCC)C (N-(3-bromo-2-methylphenyl)-1-(2,2-diethoxyethyl)-1H-imidazole-2-carboxamide). Reactants: O=C(C(=O)N1CCN(c2nnnn2-c2ccccc2)CC1)c1c[nH]c2c(Br)ncc(F)c12, CCCC[Sn](C#N)(CCCC)CCCC, C1COCCO1, c1ccc(P(c2ccccc2)(c2ccccc2)[Pd](P(c2ccccc2)(c2ccccc2)c2ccccc2)(P(c2ccccc2)(c2ccccc2)c2ccccc2)P(c2ccccc2)(c2ccccc2)c2ccccc2)cc1. The product is N#Cc1ncc(F)c2c(C(=O)C(=O)N3CCN(c4nnnn4-c4ccccc4)CC3)c[nH]c12. Reaction SMILES: [Br:1][c:2]1[n:3][cH:4][c:5]([F:32])[c:6]2[c:7]1[nH:8][cH:9][c:10]2[C:11]([C:12](=[O:13])[N:14]1[CH2:15][CH2:16][N:17]([c:20]2[n:21][n:22][n:23][n:24]2-[c:25]2[cH:26][cH:27][cH:28][cH:29][cH:30]2)[CH2:18][CH2:19]1)=[O:31].[CH2:33]([Sn:34]([CH2:35][CH2:36][CH2:37][CH3:38])([CH2:39][CH2:40][CH2:41][CH3:42])[C:46]#[N:47])[CH2:43][CH2:44][CH3:45].[CH2:48]1[O:49][CH2:50][CH2:51][O:52][CH2:53]1.[cH:54]1[cH:55][cH:56][c:57]([P:58]([Pd:59]([P:60]([c:61]2[cH:62][cH:63][cH:64][cH:65][cH:66]2)([c:67]2[cH:68][cH:69][cH:70][cH:71][cH:72]2)[c:73]2[cH:74][cH:75][cH:76][cH:77][cH:78]2)([P:79]([c:80]2[cH:81][cH:82][cH:83][cH:84][cH:85]2)([c:86]2[cH:87][cH:88][cH:89][cH:90][cH:91]2)[c:92]2[cH:93][cH:94][cH:95][cH:96][cH:97]2)[P:98]([c:99]2[cH:100][cH:101][cH:102][cH:103][cH:104]2)([c:105]2[cH:106][cH:107][cH:108][cH:109][cH:110]2)[c:111]2[cH:112][cH:113][cH:114][cH:115][cH:116]2)([c:117]2[cH:118][cH:119][cH:120][cH:121][cH:122]2)[c:123]2[cH:124][cH:125][cH:126][cH:127][cH:128]2)[cH:129][cH:130]1>>[c:2]1([C:46]#[N:47])[n:3][cH:4][c:5]([F:32])[c:6]2[c:7]1[nH:8][cH:9][c:10]2[C:11]([C:12](=[O:13])[N:14]1[CH2:15][CH2:16][N:17]([c:20]2[n:21][n:22][n:23][n:24]2-[c:25]2[cH:26][cH:27][cH:28][cH:29][cH:30]2)[CH2:18][CH2:19]1)=[O:31].